Dataset: the Open Reaction Database (ORD), a public repository of structured organic reaction records. Task: describe an organic reaction: reactants, conditions, products, and yield Starting materials: C(#N)C(C(=O)OC(C)(C)C)C1=NC=C(C=C1)OC (tert-butyl cyano(5-methoxypyridin-2-yl)acetate). The solvent is O (water), Cl (HCl). Conditions: temperature 60 celsius, time 20 minute. The product is COC=1C=CC(=NC1)CC(=O)O ((5-methoxypyridin-2-yl)acetic acid). The yield is 53.7%. As a reaction SMILES: C([CH:3]([C:11]1[CH:16]=[CH:15][C:14]([O:17][CH3:18])=[CH:13][N:12]=1)[C:4]([O:6]C(C)(C)C)=[O:5])#N>O.Cl>[CH3:18][O:17][C:14]1[CH:15]=[CH:16][C:11]([CH2:3][C:4]([OH:6])=[O:5])=[N:12][CH:13]=1. Reported procedure: The crude tert-butyl cyano(5-methoxypyridin-2-yl)acetate (3.46 g) was suspended in a mixture of 45 mL of water and 45 mL of concentrated HCl. The mixture was heated at 60° C. for 1 hour and at reflux overnight. The reaction was cooled and the water was removed under vacuum. The oily solid residue was redissolved in a minimal amount of water (˜50-70 mL) and 2N NaOH was added to adjust the pH to approximately 14. The solution was washed with diethyl ether and was reacidified to pH 4 with 2N HCl an... Reactants: O=c1ccn(C2OC(CO)C(O)C2F)c(=O)[nH]1, [K+], [K+], [K+], [K+], [N-]=[N+]=[N-], Nc1ncc2nc[nH]c2n1, O=P([O-])([O-])[O-]. Yields the product Nc1ncc2ncn(C3OC(CO)C(O)C3F)c2n1. Reaction SMILES: [F:11][CH:12]1[CH:13]([n:20]2[cH:21][cH:22][c:23](=[O:24])[nH:25][c:26]2=[O:27])[O:14][CH:15]([CH2:18][OH:19])[CH:16]1[OH:17].[K+:31].[K+:37].[K+:38].[K+:39].[N-:28]=[N+:29]=[N-:30].[NH2:1][c:2]1[n:3][cH:4][c:5]2[n:6][cH:7][nH:8][c:9]2[n:10]1.[P:32]([O-:33])([O-:34])([O-:35])=[O:36]>>[NH2:1][c:2]1[n:3][cH:4][c:5]2[n:6][cH:7][n:8]([CH:13]3[CH:12]([F:11])[CH:16]([OH:17])[CH:15]([CH2:18][OH:19])[O:14]3)[c:9]2[n:10]1. Starting materials: [Al+3], CC(=O)Cl, [Cl-], [Cl-], [Cl-], CC1C=C(Cl)C=CC1(C)Cl. Product: CC(=O)C1=C(Cl)C=CC(C)(Cl)C1C. Reaction SMILES: [Al+3:12].[CH3:15][C:16]([Cl:17])=[O:18].[Cl-:11].[Cl-:13].[Cl-:14].[Cl:1][C:2]1([CH3:10])[CH:3]([CH3:9])[CH:4]=[C:5]([Cl:8])[CH:6]=[CH:7]1>>[Cl:1][C:2]1([CH3:10])[CH:3]([CH3:9])[C:4]([C:16]([CH3:15])=[O:18])=[C:5]([Cl:8])[CH:6]=[CH:7]1. Reactants: Cc1nc2c(OCc3c(Cl)ccc(N(C)C(=O)CO)c3Cl)cccn2c1Br, CI, CN(C)C=O, [H-], [Na+], O. Yields the product COCC(=O)N(C)c1ccc(Cl)c(COc2cccn3c(Br)c(C)nc23)c1Cl. Reaction SMILES: [Br:3][c:4]1[c:5]([CH3:29])[n:6][c:7]2[n:8]1[cH:9][cH:10][cH:11][c:12]2[O:13][CH2:14][c:15]1[c:16]([Cl:28])[c:17]([N:22]([CH3:23])[C:24]([CH2:25][OH:26])=[O:27])[cH:18][cH:19][c:20]1[Cl:21].[CH3:30][I:31].[CH3:33][N:34]([CH3:35])[CH:36]=[O:37].[H-:1].[Na+:2].[OH2:32]>>[Br:3][c:4]1[c:5]([CH3:29])[n:6][c:7]2[n:8]1[cH:9][cH:10][cH:11][c:12]2[O:13][CH2:14][c:15]1[c:16]([Cl:28])[c:17]([N:22]([CH3:23])[C:24]([CH2:25][O:26][CH3:30])=[O:27])[cH:18][cH:19][c:20]1[Cl:21].